From a dataset of the Open Reaction Database (ORD), a public repository of structured organic reaction records. describe an organic reaction: reactants, conditions, products, and yield Starting materials: FC=1C=C(C=C(C1)F)CC(=O)O (3,5-difluorophenylacetic acid), NC1C(N(C2=C(C(=N1)C1=CC=CC=C1)C=CC=C2)C)=O (3-amino-2,3-dihydro-1-methyl-5-phenyl-1H-1,4-benzodiazepin-2-one). The product is FC=1C=C(C=C(C1)F)CC(=O)NC1C(N(C2=C(C(=N1)C1=CC=CC=C1)C=CC=C2)C)=O (3-(3,5-Difluorophenylacetyl)amino-2,3-dihydro-1-methyl-5-phenyl-1H-1,4-benzodiazepin-2-one). Reaction SMILES: [F:1][C:2]1[CH:3]=[C:4]([CH2:9][C:10]([OH:12])=O)[CH:5]=[C:6]([F:8])[CH:7]=1.[NH2:13][CH:14]1[N:20]=[C:19]([C:21]2[CH:26]=[CH:25][CH:24]=[CH:23][CH:22]=2)[C:18]2[CH:27]=[CH:28][CH:29]=[CH:30][C:17]=2[N:16]([CH3:31])[C:15]1=[O:32]>>[F:8][C:6]1[CH:5]=[C:4]([CH2:9][C:10]([NH:13][CH:14]2[N:20]=[C:19]([C:21]3[CH:26]=[CH:25][CH:24]=[CH:23][CH:22]=3)[C:18]3[CH:27]=[CH:28][CH:29]=[CH:30][C:17]=3[N:16]([CH3:31])[C:15]2=[O:32])=[O:12])[CH:3]=[C:2]([F:1])[CH:7]=1. Reported procedure: Following General Procedure A above using 3,5-difluorophenylacetic acid (Oakwood) and 3-amino-2,3-dihydro-1-methyl-5-phenyl-1H-1,4-benzodiazepin-2-one (Example 8-X), the title compound was prepared as a solid having a melting point of 236-239° C. The reaction was monitored by tlc on silica gel (Rf=0.7 in 10% methanol/dichloromethane) and purification was by silica gel chromatography using 10% methanol/dichloromethane as the eluant. Reactants: C(C)(C)(C)OC(=O)N1CC(CC1)N(S(=O)(=O)C)CC1=CC(=CC=C1)C1=NC(=NC=C1)Cl (3-{[3-(2-Chloro-pyrimidin-4-yl)-benzyl]-methanesulfonyl-amino}-pyrrolidine-1-carboxylic acid tert-butyl ester), NCCC1=CC=C(C=C1)O (tyramine), 468. Product: C(C)(C)(C)OC(=O)N1CC(CC1)N(S(=O)(=O)C)CC1=CC(=CC=C1)C1=NC(=NC=C1)NCCC1=CC=C(C=C1)O (3-[(3-{2-[2-(4-Hydroxy-phenyl)-ethylamino]-pyrimidin-4-yl}-benzyl)-methanesulfonyl-amino]-pyrrolidine-1-carboxylic acid tert-butyl ester). RXN SMILES: [C:1]([O:5][C:6]([N:8]1[CH2:12][CH2:11][CH:10]([N:13]([CH2:18][C:19]2[CH:24]=[CH:23][CH:22]=[C:21]([C:25]3[CH:30]=[CH:29][N:28]=[C:27](Cl)[N:26]=3)[CH:20]=2)[S:14]([CH3:17])(=[O:16])=[O:15])[CH2:9]1)=[O:7])([CH3:4])([CH3:3])[CH3:2].[NH2:32][CH2:33][CH2:34][C:35]1[CH:40]=[CH:39][C:38]([OH:41])=[CH:37][CH:36]=1>>[C:1]([O:5][C:6]([N:8]1[CH2:12][CH2:11][CH:10]([N:13]([CH2:18][C:19]2[CH:24]=[CH:23][CH:22]=[C:21]([C:25]3[CH:30]=[CH:29][N:28]=[C:27]([NH:32][CH2:33][CH2:34][C:35]4[CH:40]=[CH:39][C:38]([OH:41])=[CH:37][CH:36]=4)[N:26]=3)[CH:20]=2)[S:14]([CH3:17])(=[O:16])=[O:15])[CH2:9]1)=[O:7])([CH3:4])([CH3:3])[CH3:2]. Procedure: Intermediate 36 was coupled with tyramine following procedure F. The resulting product was deprotected following procedure G. LC-MS showed the product had the expected M+H+ of 468. 1H NMR (Varian 300 MHz, CD3OD, shifts relative to the solvent peak at 3.3 ppm) δ 8.2 (d, 2H), 8.0 (d, 1H) 7.6 (d, 1H) 7.5 (t, 1H), 7.2 (d, 1H), 7.1 (d, 2H), 6.7 (d, 2H), δ 4.6 (s, 2H), 3.5-3.4 (m, 6H), δ 3.2-3.1 (m, 1H), 3.0 (s, 3H), δ 2.9 (t, 2H), δ 2.2-2.0 (m, 2H). Reactants: NC1=CC=C(C=C1)S(=O)(=O)NC1=NC(=NC(=C1)Cl)NC(C)C (4-amino-N-(6-chloro-2-isopropylamino-pyrimidin-4-yl)-benzenesulfonamide), C(C)N (ethylamine). The solvent is C(C)O (ethanol), C(C)O (ethanol). Reaction conditions: temperature 130 celsius, time 4 hour. Product: NC1=CC=C(C=C1)S(=O)(=O)NC1=NC(=NC(=C1)NCC)NC(C)C (4-amino-N-(6-ethylamino-2-isopropylamino-pyrimidin-4-yl)-benzenesulfonamide). Isolated yield 42.9%. As a reaction SMILES: [NH2:1][C:2]1[CH:7]=[CH:6][C:5]([S:8]([NH:11][C:12]2[CH:17]=[C:16](Cl)[N:15]=[C:14]([NH:19][CH:20]([CH3:22])[CH3:21])[N:13]=2)(=[O:10])=[O:9])=[CH:4][CH:3]=1.[CH2:23]([NH2:25])[CH3:24]>C(O)C>[NH2:1][C:2]1[CH:7]=[CH:6][C:5]([S:8]([NH:11][C:12]2[CH:17]=[C:16]([NH:25][CH2:23][CH3:24])[N:15]=[C:14]([NH:19][CH:20]([CH3:22])[CH3:21])[N:13]=2)(=[O:10])=[O:9])=[CH:4][CH:3]=1. Procedure details: 0.1 g (0.000293 mol) of 4-amino-N-(6-chloro-2-isopropylamino-pyrimidin-4-yl)-benzenesulfonamide was dissolved in 20 ml of ethanol, treated with 1.93 ml (0.0293 mol) of ethylamine and stirred in an autoclave at 130° C. for 4 hours. The reaction mixture was freed from solvent, the residue was suspended in 5 ml of ethanol and treated in an ultrasound bath for 15 min. The precipitate was filtered off, dissolved in 10 ml of 0.1N NaOH and filtered. The filtrate was adjusted to pH 6 with 0.1N HCl. The ... The reactants are N1(CCNCC1)C=1C=CC=2N(N1)C(=NN2)C(F)(F)F (6-(piperazin-1-yl)-3-(trifluoromethyl)-[1,2,4]triazolo[4,3-b]pyridazine), CN(C1=CC=C(C=O)C=C1)C (4-dimethylaminobenzaldehyde). The product is CN(C1=CC=C(C=C1)CN1CCN(CC1)C=1C=CC=2N(N1)C(=NN2)C(F)(F)F)C (N,N-dimethyl-4-[[4-[3-(trifluoromethyl)-[1,2,4]triazolo[4,3-b]pyridazin-6-yl]piperazin-1-yl]methyl]aniline). RXN SMILES: [N:1]1([C:7]2[CH:8]=[CH:9][C:10]3[N:11]([C:13]([C:16]([F:19])([F:18])[F:17])=[N:14][N:15]=3)[N:12]=2)[CH2:6][CH2:5][NH:4][CH2:3][CH2:2]1.[CH3:20][N:21]([CH3:30])[C:22]1[CH:29]=[CH:28][C:25]([CH:26]=O)=[CH:24][CH:23]=1>>[CH3:20][N:21]([CH3:30])[C:22]1[CH:29]=[CH:28][C:25]([CH2:26][N:4]2[CH2:3][CH2:2][N:1]([C:7]3[CH:8]=[CH:9][C:10]4[N:11]([C:13]([C:16]([F:17])([F:18])[F:19])=[N:14][N:15]=4)[N:12]=3)[CH2:6][CH2:5]2)=[CH:24][CH:23]=1. Procedure details: Reductive amination of 6-(piperazin-1-yl)-3-(trifluoromethyl)-[1,2,4]triazolo[4,3-b]pyridazine with 4-dimethylaminobenzaldehyde was carried out according to General Synthetic Method 7. The crude product was purified by hplc using a Waters XBridge Prep C18 OBD column, 5μ silica, 30 mm diameter, 100 mm length eluted with decreasingly polar mixtures of water (containing 0.1% aqueous ammonia) and acetonitrile as eluents to give N,N-dimethyl-4-[[4-[3-(trifluoromethyl)-[1,2,4]triazolo[4,3-b]pyridazin-... Starting materials: C(C)OC(=O)[C@H]1CN(C[C@@H]1C(NC1=CC=C(C=C1)Cl)=O)C(=O)OC(C)(C)C ((3R,4R)-4-(4-Chlorophenylcarbamoyl)-pyrrolidine-1,3-dicarboxylic acid 1-tert-butyl ester-3-ethyl ester). The solvent is Cl (HCl), C(C)(C)O (isopropanol). Reaction conditions: temperature 25 celsius, time 2 hour. Product: Cl.C(C)OC(=O)[C@H]1CNC[C@@H]1C(NC1=CC=C(C=C1)Cl)=O ((3R,4R)-4-(4-Chloro-phenylcarbamoyl)-pyrrolidine-3-carboxylic acid ethyl ester hydrochloride). Reaction SMILES: [CH2:1]([O:3][C:4]([C@@H:6]1[C@@H:10]([C:11](=[O:20])[NH:12][C:13]2[CH:18]=[CH:17][C:16]([Cl:19])=[CH:15][CH:14]=2)[CH2:9][N:8](C(OC(C)(C)C)=O)[CH2:7]1)=[O:5])[CH3:2]>Cl.C(O)(C)C>[ClH:19].[CH2:1]([O:3][C:4]([C@@H:6]1[C@@H:10]([C:11](=[O:20])[NH:12][C:13]2[CH:14]=[CH:15][C:16]([Cl:19])=[CH:17][CH:18]=2)[CH2:9][NH:8][CH2:7]1)=[O:5])[CH3:2] |f:3.4|. Procedure: Compound 39b (1.6 g; 4.03 mmol) is dissolved in 6N HCl in isopropanol (12.5 ml) and the reaction mixture is stirred for 2 h at 25° C. The reaction mixture is evaporated to dryness and the crude product is crystallized twice from diethylether to yield an off-white solid. Yield: 1.44 g (107.2%), ESI-MS: m/z=297 [M+H]+, Cl-Pattern Starting materials: tert-butyl 2-hydroxyethyl (methyl)carbamate, C(C)(=O)OCC (Ethyl acetate), FC(OC1=CC=C(C(=O)Cl)C=C1)(F)F (4-trifluoromethoxybenzoyl chloride), N1=CC=CC=C1 (pyridine), C(C)(=O)OCC (ethyl acetate). Run at temperature 60 celsius, time 25 hour. Yields the product Cl.FC(OC1=CC=C(C(=O)OCCNC)C=C1)(F)F (2-(Methylamino)ethyl 4-trifluoromethoxybenzoate hydrochloride). Reaction SMILES: [F:1][C:2]([F:14])([F:13])[O:3][C:4]1[CH:12]=[CH:11][C:7]([C:8]([Cl:10])=[O:9])=[CH:6][CH:5]=1.[N:15]1[CH:20]=CC=[CH:17][CH:16]=1.C(OCC)(=[O:23])C>>[ClH:10].[F:1][C:2]([F:14])([F:13])[O:3][C:4]1[CH:12]=[CH:11][C:7]([C:8]([O:23][CH2:17][CH2:16][NH:15][CH3:20])=[O:9])=[CH:6][CH:5]=1 |f:3.4|. Reported procedure: To a mixture of tert-butyl 2-hydroxyethyl (methyl)carbamate (1.30 g) obtained in Reference Example 1 and ethyl acetate (10 mL) were added 4-trifluoromethoxybenzoyl chloride (1.83 g) and pyridine (0.72 mL). The mixture was stirred at 60° C. for 25 hrs. Ethyl acetate (60 mL) was added to the reaction mixture, and the mixture was washed with water (30 mL), a saturated aqueous sodium hydrogen carbonate solution (20 mL) and water (20 mL), and dried over anhydrous magnesium sulfate. After concentratio...